From a dataset of the Open Reaction Database (ORD), a public repository of structured organic reaction records. describe an organic reaction: reactants, conditions, products, and yield Reactants: C(C=C)ON(S(=O)(=O)C1=C(C=CC=C1)[N+](=O)[O-])[C@@H]1C(=C[C@H](N(C1)C(=O)OC(C)(C)C)COC)C(N(C)C)=O ((2S,5R)-tert-butyl 5-(N-(allyloxy)-2-nitrophenylsulfonamido)-4-(dimethylcarbamoyl)-2-(methoxymethyl)-5,6-dihydropyridine-1(2H)-carboxylate), C(C=C)ON(S(=O)(=O)C1=C(C=CC=C1)[N+](=O)[O-])[C@@H]1C(=C[C@H](N(C1)C(=O)OC(C)(C)C)COC)C(N(C)C)=O ((2S,5R)-tert-butyl 5-(N-(allyloxy)-2-nitrophenylsulfonamido)-4-(dimethylcarbamoyl)-2-(methoxymethyl)-5,6-dihydropyridine-1(2H)-carboxylate), FC(C(=O)O)(F)F (trifluoroacetic acid). The solvent is C(Cl)Cl (DCM). Run at time 30 minute. Product: C(C=C)ON(S(=O)(=O)C1=C(C=CC=C1)[N+](=O)[O-])[C@H]1CN[C@@H](C=C1C(=O)N(C)C)COC ((3R,6S)-3-(N-(allyloxy)-2-nitrophenylsulfonamido)-6-(methoxymethyl)-N,N-dimethyl-1,2,3,6-tetrahydropyridine-4-carboxamide). Isolated yield 100.1%. As a reaction SMILES: [CH2:1]([O:4][N:5]([C@H:18]1[CH2:23][N:22](C(OC(C)(C)C)=O)[C@H:21]([CH2:31][O:32][CH3:33])[CH:20]=[C:19]1[C:34](=[O:38])[N:35]([CH3:37])[CH3:36])[S:6]([C:9]1[CH:14]=[CH:13][CH:12]=[CH:11][C:10]=1[N+:15]([O-:17])=[O:16])(=[O:8])=[O:7])[CH:2]=[CH2:3].FC(F)(F)C(O)=O>C(Cl)Cl>[CH2:1]([O:4][N:5]([C@@H:18]1[C:19]([C:34]([N:35]([CH3:37])[CH3:36])=[O:38])=[CH:20][C@@H:21]([CH2:31][O:32][CH3:33])[NH:22][CH2:23]1)[S:6]([C:9]1[CH:14]=[CH:13][CH:12]=[CH:11][C:10]=1[N+:15]([O-:17])=[O:16])(=[O:8])=[O:7])[CH:2]=[CH2:3]. Procedure details: To a solution of (2S,5R)-tert-butyl 5-(N-(allyloxy)-2-nitrophenylsulfonamido)-4-(dimethylcarbamoyl)-2-(methoxymethyl)-5,6-dihydropyridine-1(2H)-carboxylate (Intermediate 140, 1.642 g, 2.96 mmol) in DCM (8 mL) was added trifluoroacetic acid (4.33 mL, 56.25 mmol) and stirred at rt for 30 minutes. Upon addition, the color of the solution immediately turned pink. Then the solvents were evaporated and the crude product redissolved in DCM and washed with 0.5N NaOH, brine, filtered and concentrated to ... The reactants are CP(=O)(C)C=1N=C(C(=NC1)N)OC (5-(dimethylphosphoryl)-3-methoxypyrazin-2-amine), ClC1=NC=C(C(=N1)Cl)C(F)(F)F (2,4-Dichloro-5-(trifluoromethyl)pyrimidine). Solvent: CN(C(C)=O)C (N,N-Dimethylacetamide), C(C)(C)N(CC)C(C)C (Diisopropylethylamine). Run at time 15 minute. Yields the product ClC1=NC(=NC=C1C(F)(F)F)C1=NC=C(N=C1OC)P(=O)(C)C (4-chloro-2-[5-(dimethylphosphoryl)-3-methoxypyrazin-2-yl]-5-(trifluoromethyl)pyrimidine). Reaction SMILES: [CH3:1][P:2]([C:5]1[N:6]=[C:7]([O:12][CH3:13])[C:8](N)=[N:9][CH:10]=1)([CH3:4])=[O:3].Cl[C:15]1[N:20]=[C:19]([Cl:21])[C:18]([C:22]([F:25])([F:24])[F:23])=[CH:17][N:16]=1>CN(C)C(=O)C.C(N(C(C)C)CC)(C)C>[Cl:21][C:19]1[C:18]([C:22]([F:24])([F:23])[F:25])=[CH:17][N:16]=[C:15]([C:8]2[C:7]([O:12][CH3:13])=[N:6][C:5]([P:2]([CH3:4])([CH3:1])=[O:3])=[CH:10][N:9]=2)[N:20]=1. Reported procedure: A suspension of 5-(dimethylphosphoryl)-3-methoxypyrazin-2-amine (prepared in Example 33: 2.2 mmol) in 15 mL of N,N-Dimethylacetamide and 3.6 mL of Diisopropylethylamine, is allowed to stirred at room temperature for 15 minutes until a clear solution is obtained. 2,4-Dichloro-5-(trifluoromethyl)pyrimidine (5.7 g, 2.6 mmol) is added in four portions over 5 minutes. The reaction mixture is stirred at 60 degrees for 1 hour. The reaction mixture is cooled to room temperature and filtered to obtain a ... Starting materials: CC1OC(OCC2OC(Oc3c(-c4ccc(O)c(O)c4)oc4cc(O)cc(O)c4c3=O)C(O)C(O)C2O)C(O)C(O)C1O, Cl, [Na+], [Na+], [Na+], [OH-], O=S([O-])S(=O)[O-]. Product: O=c1cc(-c2ccc(O)c(O)c2)oc2cc(O)cc(O)c12. RXN SMILES: [CH3:1][CH:2]1[CH:3]([OH:4])[CH:5]([OH:6])[CH:7]([OH:8])[CH:9]([O:10][CH2:32][CH:33]2[CH:34]([OH:35])[CH:36]([OH:37])[CH:38]([OH:39])[CH:40]([O:41][c:11]3[c:12](-[c:24]4[cH:25][cH:26][c:27]([OH:28])[c:29]([OH:30])[cH:31]4)[o:13][c:14]4[cH:15][c:16]([OH:17])[cH:18][c:19]([OH:20])[c:21]4[c:22]3=[O:23])[O:42]2)[O:43]1.[ClH:54].[Na+:45].[Na+:52].[Na+:53].[OH-:44].[S:46]([S:47]([O-:48])=[O:49])([O-:50])=[O:51]>>[cH:11]1[c:12](-[c:24]2[cH:25][cH:26][c:27]([OH:28])[c:29]([OH:30])[cH:31]2)[o:13][c:14]2[cH:15][c:16]([OH:17])[cH:18][c:19]([OH:20])[c:21]2[c:22]1=[O:23]. Starting materials: C(C)(C)(C)OC(=O)NC1CC2=CC=C(C=C2C1)O (N-tert-butoxycarbonyl-5-hydroxyindan-2-amine), C([O-])([O-])=O.[K+].[K+] (potassium carbonate), BrCC(=O)OCC (ethyl bromoacetate), CN(C=O)C (N,N-dimethylformamide), BrCC(=O)OCC (ethyl bromoacetate), C([O-])([O-])=O.[K+].[K+] (potassium carbonate). The solvent is C(C)(=O)OCC (ethyl acetate). Reaction conditions: time 20 hour. Yields the product C(C)(C)(C)OC(=O)NC1CC2=CC=C(C=C2C1)OCC(=O)OCC (N-tert-butoxycarbonyl-5-ethoxycarbonylmethoxyindan-2-amine). As a reaction SMILES: [C:1]([O:5][C:6]([NH:8][CH:9]1[CH2:17][C:16]2[C:11](=[CH:12][CH:13]=[C:14]([OH:18])[CH:15]=2)[CH2:10]1)=[O:7])([CH3:4])([CH3:3])[CH3:2].C(=O)([O-])[O-].[K+].[K+].Br[CH2:26][C:27]([O:29][CH2:30][CH3:31])=[O:28].CN(C)C=O>C(OCC)(=O)C>[C:1]([O:5][C:6]([NH:8][CH:9]1[CH2:17][C:16]2[C:11](=[CH:12][CH:13]=[C:14]([O:18][CH2:26][C:27]([O:29][CH2:30][CH3:31])=[O:28])[CH:15]=2)[CH2:10]1)=[O:7])([CH3:4])([CH3:2])[CH3:3] |f:1.2.3|. Procedure details: A mixture of N-tert-butoxycarbonyl-5-hydroxyindan-2-amine (0.42 g), potassium carbonate (0.34 g), ethyl bromoacetate (0.24 ml), and N,N-dimethylformamide (4.2 ml) was stirred at ambient temperature for 20 hours. An additional portion of ethyl bromoacetate (0.12 ml) and potassium carbonate (0.17 g) was added to the mixture, and stirring was continued for an additional 12 hours. The mixture was diluted with ethyl acetate and the precipitates were filtered off. The filtrate was concentrated in vacu... The reactants are C(=O)(O)C1N(CC2=CC(=C(C=C2C1)OC)OC)C (3-carboxy-6,7-dimethoxy-N-methyl-1,2,3,4-tetrahydroisoquinoline), Cl (HCl), CCO (EtOH). Product: C(=O)(OCC)C1N(CC2=CC(=C(C=C2C1)OC)OC)C (3-carboethoxy-6,7-dimethoxy-N-methyl-1,2,3,4-tetrahydroisoquinoline). Reaction SMILES: [C:1]([CH:4]1[CH2:13][C:12]2[C:7](=[CH:8][C:9]([O:16][CH3:17])=[C:10]([O:14][CH3:15])[CH:11]=2)[CH2:6][N:5]1[CH3:18])([OH:3])=[O:2].Cl.[CH3:20][CH2:21]O>>[C:1]([CH:4]1[CH2:13][C:12]2[C:7](=[CH:8][C:9]([O:16][CH3:17])=[C:10]([O:14][CH3:15])[CH:11]=2)[CH2:6][N:5]1[CH3:18])([O:3][CH2:20][CH3:21])=[O:2]. Reported procedure: The resulting tetrahydroisoquinoline derivative of formula 30 is then esterified with a suitable lower alkanol by standard means to produce a tetrahydroisoquinoline ester of formula 31 (step 2). For example, 3-carboxy-6,7-dimethoxy-N-methyl-1,2,3,4-tetrahydroisoquinoline (30) is treated with HCl in EtOH to produce 3-carboethoxy-6,7-dimethoxy-N-methyl-1,2,3,4-tetrahydroisoquinoline (31).